Dataset: the Open Reaction Database (ORD), a public repository of structured organic reaction records. Task: describe an organic reaction: reactants, conditions, products, and yield The reactants are CSC(N)=S, CO, CON=C(C(=O)NC1C(=O)N(S(=O)(=O)[O-])C1Sc1nnnn1C)c1csc(NC(=O)CCl)n1, [Na+], [Na]. Yields the product CON=C(C(=O)NC1C(=O)N(S(=O)(=O)[O-])C1Sc1nnnn1C)c1csc(N)n1, [Na+]. RXN SMILES: [CH3:35][S:36][C:37](=[S:38])[NH2:39].[CH3:41][OH:42].[Cl:1][CH2:2][C:3](=[O:4])[NH:5][c:6]1[s:7][cH:8][c:9]([C:11]([C:12](=[O:13])[NH:14][CH:15]2[C:16](=[O:30])[N:17]([S:26](=[O:27])(=[O:28])[O-:29])[CH:18]2[S:19][c:20]2[n:21][n:22][n:23][n:24]2[CH3:25])=[N:31][O:32][CH3:33])[n:10]1.[Na+:34].[Na:40]>>[NH2:5][c:6]1[s:7][cH:8][c:9]([C:11]([C:12](=[O:13])[NH:14][CH:15]2[C:16](=[O:30])[N:17]([S:26](=[O:27])(=[O:28])[O-:29])[CH:18]2[S:19][c:20]2[n:21][n:22][n:23][n:24]2[CH3:25])=[N:31][O:32][CH3:33])[n:10]1.[Na+:34]. Reactants: ClC1=NC=C(C2=CC(=CC=C12)S(=O)(=O)N(C=1SC=CN1)CC1=C(C=C(C=C1)OC)OC)O (1-chloro-N-(2,4-dimethoxybenzyl)-4-hydroxy-N-(thiazol-2-yl)isoquinoline-6-sulfonamide), COC1=C(C=CC(=C1)C(F)(F)F)B(O)O ((2-methoxy-4-(trifluoromethyl)phenyl)boronic acid). The product is OC1=CN=C(C2=CC=C(C=C12)S(=O)(=O)NC=1SC=CN1)C1=C(C=C(C=C1)C(F)(F)F)OC (4-hydroxy-1-(2-methoxy-4-(trifluoromethyl)phenyl)-N-(thiazol-2-yl)isoquinoline-6-sulfonamide). RXN SMILES: Cl[C:2]1[C:11]2[C:6](=[CH:7][C:8]([S:12]([N:15](CC3C=CC(OC)=CC=3OC)[C:16]3[S:17][CH:18]=[CH:19][N:20]=3)(=[O:14])=[O:13])=[CH:9][CH:10]=2)[C:5]([OH:32])=[CH:4][N:3]=1.[CH3:33][O:34][C:35]1[CH:40]=[C:39]([C:41]([F:44])([F:43])[F:42])[CH:38]=[CH:37][C:36]=1B(O)O>>[OH:32][C:5]1[C:6]2[C:11](=[CH:10][CH:9]=[C:8]([S:12]([NH:15][C:16]3[S:17][CH:18]=[CH:19][N:20]=3)(=[O:14])=[O:13])[CH:7]=2)[C:2]([C:36]2[CH:37]=[CH:38][C:39]([C:41]([F:44])([F:43])[F:42])=[CH:40][C:35]=2[O:34][CH3:33])=[N:3][CH:4]=1. Procedure: Example 232 was synthesized in a similar manner to Example 228, except that 1-chloro-N-(2,4-dimethoxybenzyl)-4-hydroxy-N-(thiazol-2-yl)isoquinoline-6-sulfonamide and (2-methoxy-4-(trifluoromethyl)phenyl)boronic acid were used as the coupling partners. The final compound was purified via column chromatography (12 g silica gel column, gradient elution 0 to 5% MeOH:DCM) to afford 4-hydroxy-1-(2-methoxy-4-(trifluoromethyl)phenyl)-N-(thiazol-2-yl)isoquinoline-6-sulfonamide as a light yellow solid. 1H...